This data is from the Open Reaction Database (ORD), a public repository of structured organic reaction records. The task is: describe an organic reaction: reactants, conditions, products, and yield The reactants are C(C)(C)(C)OC(=O)N[C@@H](CC=1N=CSC1)C(=O)N[C@H]([C@H](C[C@H](C(=O)NCCCC)C)O)CC1CCCCC1 ((2R, 4S, 5S)-5-[N-(t-butoxycarbonyl)-3-(4-thiazolyl)-L-alanyl]amino-N-butyl-6-cyclohexyl-4-hydroxy-2-methylhexanamide), COC1=CC=C(C[C@@H](C(=O)O)CC(=O)N2CCOCC2)C=C1 (2(R)-(4-methoxybenzyl)-3-(morpholinocarbonyl)propionic acid). The product is C(CCC)NC([C@@H](C[C@@H]([C@H](CC1CCCCC1)NC([C@@H](NC([C@@H](CC(=O)N1CCOCC1)CC1=CC=C(C=C1)OC)=O)CC=1N=CSC1)=O)O)C)=O ((2R, 4S, 5S)-N-Butyl-6-cyclohexyl-4-hydroxy-5-{N-[2(R)-(4-methoxybenzyl)-3-(morpholinocarbonyl)propionyl]-3-(4-thiazolyl)-L-alanyl}amino-2-methylhexanamide). Isolated yield 59.2%. RXN SMILES: C(OC([NH:8][C@H:9]([C:16]([NH:18][C@@H:19]([CH2:32][CH:33]1[CH2:38][CH2:37][CH2:36][CH2:35][CH2:34]1)[C@@H:20]([OH:31])[CH2:21][C@@H:22]([CH3:30])[C:23]([NH:25][CH2:26][CH2:27][CH2:28][CH3:29])=[O:24])=[O:17])[CH2:10][C:11]1[N:12]=[CH:13][S:14][CH:15]=1)=O)(C)(C)C.[CH3:39][O:40][C:41]1[CH:60]=[CH:59][C:44]([CH2:45][C@H:46]([CH2:50][C:51]([N:53]2[CH2:58][CH2:57][O:56][CH2:55][CH2:54]2)=[O:52])[C:47]([OH:49])=O)=[CH:43][CH:42]=1>>[CH2:26]([NH:25][C:23](=[O:24])[C@H:22]([CH3:30])[CH2:21][C@H:20]([OH:31])[C@@H:19]([NH:18][C:16](=[O:17])[C@H:9]([CH2:10][C:11]1[N:12]=[CH:13][S:14][CH:15]=1)[NH:8][C:47](=[O:49])[C@H:46]([CH2:45][C:44]1[CH:43]=[CH:42][C:41]([O:40][CH3:39])=[CH:60][CH:59]=1)[CH2:50][C:51]([N:53]1[CH2:58][CH2:57][O:56][CH2:55][CH2:54]1)=[O:52])[CH2:32][CH:33]1[CH2:38][CH2:37][CH2:36][CH2:35][CH2:34]1)[CH2:27][CH2:28][CH3:29]. Procedure details: The procedure described in Example 6(b) was repeated, but using 200 mg (0.36 mmole) of (2R, 4S, 5S)-5-[N-(t-butoxycarbonyl)-3-(4-thiazolyl)-L-alanyl]amino-N-butyl-6-cyclohexyl-4-hydroxy-2-methylhexanamide [prepared as described in Example 6(a)] and 110 mg (0.36 mmole) of 2(R)-(4-methoxybenzyl)-3-(morpholinocarbonyl)propionic acid, to afford 158 mg of the title compound as a white powder, melting at 130°-132° C. The reactants are NC1CC1, COc1ccc(S(N)(=O)=O)cc1C(=O)NCC(Cl)CCCCl, O. As a reaction SMILES: [CH:23]1([NH2:26])[CH2:24][CH2:25]1.[Cl:1][CH:2]([CH2:3][NH:4][C:5]([c:6]1[c:7]([O:16][CH3:17])[cH:8][cH:9][c:10]([S:12]([NH2:13])(=[O:14])=[O:15])[cH:11]1)=[O:18])[CH2:19][CH2:20][CH2:21][Cl:22].[OH2:27]>>[CH:2]1([CH2:3][NH:4][C:5]([c:6]2[c:7]([O:16][CH3:17])[cH:8][cH:9][c:10]([S:12]([NH2:13])(=[O:14])=[O:15])[cH:11]2)=[O:18])[CH2:19][CH2:20][CH2:21][N:26]1[CH:23]1[CH2:24][CH2:25]1. Product: COc1ccc(S(N)(=O)=O)cc1C(=O)NCC1CCCN1C1CC1. Starting materials: [OH-].[Na+] (NaOH), C(C)(C)(C)OO (tert-butyl hydroperoxide), 4A, C(\C=C/CCCCCCCCC)O (cis-2-dodecene-1-ol), Ti(Oi-Pr)4, L(+)diisopropyl tartrate, O (H2O). The solvent is [Cl-].[Na+].O (brine), C(C)(C)CC(C)(C)C (isooctane), C(Cl)Cl (CH2Cl2), C(Cl)Cl (CH2Cl2). Reaction conditions: time 15 minute. Product: C(CCCCCCCC)[C@@H]1[C@@H](O1)CO ((2S-cis)-3-Nonyloxirane methanol). Isolated yield 69.4%. Reaction SMILES: [CH2:1]([OH:13])/[CH:2]=[CH:3]\[CH2:4][CH2:5][CH2:6][CH2:7][CH2:8][CH2:9][CH2:10][CH2:11][CH3:12].C([O:18]O)(C)(C)C.O.[OH-].[Na+]>C(Cl)Cl.C(CC(C)(C)C)(C)C.[Cl-].[Na+].O>[CH2:4]([C@H:3]1[O:18][C@H:2]1[CH2:1][OH:13])[CH2:5][CH2:6][CH2:7][CH2:8][CH2:9][CH2:10][CH2:11][CH3:12] |f:3.4,7.8.9|. Procedure details: To a slurry of 500 mg of powdered 4A molecular sieves in 30 ml of dry CH2Cl2 at 0'C. under argon, was added 232 mg (0.82 mmole) of Ti(Oi-Pr)4 followed by 266 mg (1.14 mmole) of L(+)diisopropyl tartrate. The mixture was allowed to stir for 15 min. The mixture was cooled to -20'C and a solution of 0.75 g (4.1 mmole) of cis-2-dodecene-1-ol in 5 ml of CH2Cl2, which has been dried over 3A molecular sieves for 15 min, was then added. After the catalyst had "aged" for 20 min, 2.15 ml of 3.8 M (8.17 mmo... Starting materials: FC(C1=C(CCl)C=CC=C1)(F)F (2-trifluoromethylbenzyl chloride), P(OCC)(OCC)OCC (triethyl phosphite). Reaction conditions: temperature 160 celsius. The product is FC(C1=C(CP(OCC)(OCC)=O)C=CC=C1)(F)F (Diethyl 2-trifluoromethylbenzylphosphonate). RXN SMILES: [F:1][C:2]([F:12])([F:11])[C:3]1[CH:10]=[CH:9][CH:8]=[CH:7][C:4]=1[CH2:5]Cl.[P:13]([O:20]CC)([O:17][CH2:18][CH3:19])[O:14][CH2:15][CH3:16]>>[F:1][C:2]([F:12])([F:11])[C:3]1[CH:10]=[CH:9][CH:8]=[CH:7][C:4]=1[CH2:5][P:13](=[O:20])([O:17][CH2:18][CH3:19])[O:14][CH2:15][CH3:16]. Procedure details: A mixture of 2-trifluoromethylbenzyl chloride (2.0 g, 10.0 mmol) and triethyl phosphite (2.13 g, 13 mmol) was heated at 160° C. under nitrogen for 3 hours. The excess triethyl phosphite was removed by distillation and the crude product obtained was distilled at 87°-90° C. (0.05 mm Hg) and isolated as a colorless oil; yield, 1.68 g, 56.8%; D.C.I.M.S.[MH+,297]. Starting materials: BrCCn1ccnc1, CC(=O)N(c1ccc(Cl)cc1)C1CC(C)N(C(=O)c2ccc(O)cc2)c2ccccc21, [K+], [K+], O=C([O-])[O-], CN(C)C=O. Yields the product CC(=O)N(c1ccc(Cl)cc1)C1CC(C)N(C(=O)c2ccc(OCCn3ccnc3)cc2)c2ccccc21. Reaction SMILES: [Br:38][CH2:39][CH2:40][n:41]1[cH:42][n:43][cH:44][cH:45]1.[Cl:1][c:2]1[cH:3][cH:4][c:5]([N:8]([C:9]([CH3:10])=[O:11])[CH:12]2[CH2:13][CH:14]([CH3:31])[N:15]([C:22]([c:23]3[cH:24][cH:25][c:26]([OH:29])[cH:27][cH:28]3)=[O:30])[c:16]3[cH:17][cH:18][cH:19][cH:20][c:21]32)[cH:6][cH:7]1.[K+:32].[K+:33].[O-:34][C:35]([O-:36])=[O:37].[O:46]=[CH:47][N:48]([CH3:49])[CH3:50]>>[Cl:1][c:2]1[cH:3][cH:4][c:5]([N:8]([C:9]([CH3:10])=[O:11])[CH:12]2[CH2:13][CH:14]([CH3:31])[N:15]([C:22]([c:23]3[cH:24][cH:25][c:26]([O:29][CH2:39][CH2:40][n:41]4[cH:42][n:43][cH:44][cH:45]4)[cH:27][cH:28]3)=[O:30])[c:16]3[cH:17][cH:18][cH:19][cH:20][c:21]32)[cH:6][cH:7]1.